Dataset: the Open Reaction Database (ORD), a public repository of structured organic reaction records. Task: describe an organic reaction: reactants, conditions, products, and yield The reactants are [Br-], O=Cc1cncc(Br)c1, C[Mg+], Ic1ncn2ccsc12, C1CCOC1. Yields the product OC(c1cncc(Br)c1)c1ncn2ccsc12. As a reaction SMILES: [Br-:15].[Br:18][c:19]1[cH:20][n:21][cH:22][c:23]([CH:25]=[O:26])[cH:24]1.[CH3:16][Mg+:17].[I:1][c:2]1[n:3][cH:4][n:5]2[c:6]1[s:7][cH:8][cH:9]2.[O:10]1[CH2:11][CH2:12][CH2:13][CH2:14]1>>[c:2]1([CH:25]([c:23]2[cH:22][n:21][cH:20][c:19]([Br:18])[cH:24]2)[OH:26])[n:3][cH:4][n:5]2[c:6]1[s:7][cH:8][cH:9]2. The reactants are COCC(C)NC(=O)C=1C=C(C=C(C1)I)C1=CC=C(C=C1)C (5-iodo-4′-methyl-biphenyl-3-carboxylic acid (2-methoxy-1-methyl-ethyl)-amide), CN1N=CC(=C1)B(O)O (1-methyl-pyrazol-4-boronic acid), C(=O)([O-])[O-].[Cs+].[Cs+] (Cs2CO3). Reagents/catalysts: C=1C=CC(=CC1)[P](C=2C=CC=CC2)(C=3C=CC=CC3)[Pd]([P](C=4C=CC=CC4)(C=5C=CC=CC5)C=6C=CC=CC6)([P](C=7C=CC=CC7)(C=8C=CC=CC8)C=9C=CC=CC9)[P](C=1C=CC=CC1)(C=1C=CC=CC1)C=1C=CC=CC1 (Pd(Ph3P)4). Run in C1(=CC=CC=C1)C (toluene), C1CCOC1 (THF). Reaction conditions: temperature 130 celsius. Product: COCC(C)NC(=O)C=1C=C(C=C(C1)C=1C=NN(C1)C)C1=CC=C(C=C1)C (4′-methyl-5-(1-methyl-1H-pyrazol-4-yl)-biphenyl-3-carboxylic acid (2-methoxy-1-methyl-ethyl)-amide). The yield is 55.9%. As a reaction SMILES: [CH3:1][O:2][CH2:3][CH:4]([NH:6][C:7]([C:9]1[CH:10]=[C:11]([C:16]2[CH:21]=[CH:20][C:19]([CH3:22])=[CH:18][CH:17]=2)[CH:12]=[C:13](I)[CH:14]=1)=[O:8])[CH3:5].[CH3:23][N:24]1[CH:28]=[C:27](B(O)O)[CH:26]=[N:25]1.C([O-])([O-])=O.[Cs+].[Cs+]>C1(C)C=CC=CC=1.C1COCC1.C1C=CC([P]([Pd]([P](C2C=CC=CC=2)(C2C=CC=CC=2)C2C=CC=CC=2)([P](C2C=CC=CC=2)(C2C=CC=CC=2)C2C=CC=CC=2)[P](C2C=CC=CC=2)(C2C=CC=CC=2)C2C=CC=CC=2)(C2C=CC=CC=2)C2C=CC=CC=2)=CC=1>[CH3:1][O:2][CH2:3][CH:4]([NH:6][C:7]([C:9]1[CH:10]=[C:11]([C:16]2[CH:21]=[CH:20][C:19]([CH3:22])=[CH:18][CH:17]=2)[CH:12]=[C:13]([C:27]2[CH:26]=[N:25][N:24]([CH3:23])[CH:28]=2)[CH:14]=1)=[O:8])[CH3:5] |f:2.3.4,^1:53,55,74,93|. Reported procedure: A mixture solution of 5-iodo-4′-methyl-biphenyl-3-carboxylic acid (2-methoxy-1-methyl-ethyl)-amide (85.9 mg, 0.2100 mmol), 1-methyl-pyrazol-4-boronic acid (31.28 mg, 0.2300 mmol), Cs2CO3 (0.23 mL, 1 N, 0.23 mmol) and Pd(Ph3P)4 (17.0 mg, 0.0146 mmol) in toluene (1.5 mL) and THF (1.5 mL) was stirred under microwave heating for 30 minutes at 130° C. After reaction mixture was cooled to room temperature, the solvent was removed under vacuum and the residue was purified by preparative HPLC to afford ... Starting materials: O=C(Cl)C(=O)Cl, O=C(O)c1cc(-c2ccco2)nc2ccccc12. As a reaction SMILES: [Cl:1][C:2]([C:3]([Cl:4])=[O:5])=[O:6].[o:7]1[c:8](-[c:12]2[n:13][c:14]3[cH:15][cH:16][cH:17][cH:18][c:19]3[c:20]([C:22](=[O:23])[OH:24])[cH:21]2)[cH:9][cH:10][cH:11]1>>[Cl-:1].[o:7]1[c:8](-[c:12]2[n:13][c:14]3[cH:15][cH:16][cH:17][cH:18][c:19]3[c:20]([C:22](=[O:23])[OH:24])[cH:21]2)[cH:9][cH:10][cH:11]1. Product: [Cl-], O=C(O)c1cc(-c2ccco2)nc2ccccc12.